From a dataset of the Open Reaction Database (ORD), a public repository of structured organic reaction records. describe an organic reaction: reactants, conditions, products, and yield The reactants are ice, C(#N)C1(CCN(CC1)C)C1=C(C=CC=C1)SC1=CC=CC=C1 (4-cyano-1-methyl-4-(2-phenylthiophenyl)piperidine), Cl.C(#N)C1(CCN(CC1)C)C1=C(C=CC=C1)SC1=CC=CC=C1 (4-cyano-1-methyl-4-(2-phenylthiophenyl)piperidine hydrochloride), ClC(=O)OC1=CC=CC=C1 (phenyl chloroformate). Run in C(Cl)Cl (methylene chloride). Run at time 24 hour. Product: C(#N)C1(CCN(CC1)C(=O)OC1=CC=CC=C1)C1=C(C=CC=C1)SC1=CC=CC=C1 (4-cyano-1-phenoxycarbonyl-4-(2-phenylthiophenyl)piperidine). RXN SMILES: [C:1]([C:3]1([C:10]2[CH:15]=[CH:14][CH:13]=[CH:12][C:11]=2[S:16][C:17]2[CH:22]=[CH:21][CH:20]=[CH:19][CH:18]=2)[CH2:8][CH2:7][N:6](C)[CH2:5][CH2:4]1)#[N:2].Cl.C(C1(C2C=CC=CC=2SC2C=CC=CC=2)CCN(C)CC1)#N.Cl[C:47]([O:49][C:50]1[CH:55]=[CH:54][CH:53]=[CH:52][CH:51]=1)=[O:48]>C(Cl)Cl>[C:1]([C:3]1([C:10]2[CH:15]=[CH:14][CH:13]=[CH:12][C:11]=2[S:16][C:17]2[CH:22]=[CH:21][CH:20]=[CH:19][CH:18]=2)[CH2:8][CH2:7][N:6]([C:47]([O:49][C:50]2[CH:55]=[CH:54][CH:53]=[CH:52][CH:51]=2)=[O:48])[CH2:5][CH2:4]1)#[N:2] |f:1.2|. Procedure: A mixture of 2.5 g of 4-cyano-1-methyl-4-(2-phenylthiophenyl)piperidine, free base of Example 3, and 1.7 g of phenyl chloroformate in 50 ml of methylene chloride is permitted to stand for 24 hours before being poured onto 100 g of ice. Thereafter, the mixture is extracted with 50 ml of methylene chloride and the organic solution is successively washed twice with 50 ml portions of water, washed once with 40 ml saturated sodium bicarbonate solution, washed once with 40 saturated sodium chloride so... The reactants are O=C([O-])O, CCOC(C)=O, O=[N+]([O-])c1cc(S(=O)(=O)Cl)ccc1Cl, COc1cccc(F)c1N, [Na+], C1CCOC1, O. Product: COc1cccc(F)c1NS(=O)(=O)c1ccc(Cl)c([N+](=O)[O-])c1. Reaction SMILES: [C:11](=[O:12])([O-:13])[OH:14].[CH3:36][CH2:37][O:38][C:39](=[O:40])[CH3:41].[Cl:17][c:18]1[c:19]([N+:28](=[O:29])[O-:30])[cH:20][c:21]([S:24](=[O:25])(=[O:26])[Cl:27])[cH:22][cH:23]1.[F:1][c:2]1[c:3]([NH2:4])[c:5]([O:9][CH3:10])[cH:6][cH:7][cH:8]1.[Na+:15].[O:31]1[CH2:32][CH2:33][CH2:34][CH2:35]1.[OH2:16]>>[F:1][c:2]1[c:3]([NH:4][S:24]([c:21]2[cH:20][c:19]([N+:28](=[O:29])[O-:30])[c:18]([Cl:17])[cH:23][cH:22]2)(=[O:25])=[O:26])[c:5]([O:9][CH3:10])[cH:6][cH:7][cH:8]1.